This data is from the Open Reaction Database (ORD), a public repository of structured organic reaction records. The task is: describe an organic reaction: reactants, conditions, products, and yield Reactants: ICCC (1-iodopropane), CN(C)C=O (DMF), C(C)(C)(C)OC(NCCCC(NC1=C(C=CC(=C1)C#N)N)=O)=O ([3-(2-amino-5-cyano-phenylcarbamoyl)-propyl]-carbamic acid t-butyl ester), [H-].[Na+] (sodium hydride). The solvent is C(Cl)(Cl)Cl (chloroform). Reaction conditions: time 30 minute. The product is C(C)(C)(C)OC(NCCCC(N(CCC)C1=C(C=CC(=C1)C#N)N)=O)=O ({3-[(2-amino-5-cyano-phenyl)-propyl-carbamoyl]-propyl}-carbamic acid t-butyl ester). RXN SMILES: CN(C=O)C.[C:6]([O:10][C:11](=[O:28])[NH:12][CH2:13][CH2:14][CH2:15][C:16](=[O:27])[NH:17][C:18]1[CH:23]=[C:22]([C:24]#[N:25])[CH:21]=[CH:20][C:19]=1[NH2:26])([CH3:9])([CH3:8])[CH3:7].[H-].[Na+].I[CH2:32][CH2:33][CH3:34]>C(Cl)(Cl)Cl>[C:6]([O:10][C:11](=[O:28])[NH:12][CH2:13][CH2:14][CH2:15][C:16](=[O:27])[N:17]([C:18]1[CH:23]=[C:22]([C:24]#[N:25])[CH:21]=[CH:20][C:19]=1[NH2:26])[CH2:32][CH2:33][CH3:34])([CH3:9])([CH3:7])[CH3:8] |f:2.3|. Reported procedure: A DMF solution (4.0 ml) containing the compound (0.501 g) obtained in Example 46-2 was added with 60% sodium hydride (76.0 mg) and the whole was stirred at room temperature for 30 minutes. The solution was cooled with ice and then 1-iodopropane (0.184 ml) was dropped thereto. The whole was stirred at room temperature for 23 hours. The solvent in the reaction solution was distillated off. The resultant was dissolved in chloroform, washed with a saturated aqueous sodium hydrogen carbonate solution... Starting materials: [N-]=[N+]=[N-].[Na+] (sodium azide), FC1=CC=C(C=C1)C(=C(C(=O)OCC)NC(C)=O)C1=CC=C(C=C1)F (ethyl 3,3bis(4-fluorophenyl)-2-(acetylamino) -2-propenoate), C1(=CC=CC=C1)P(C1=CC=CC=C1)C1=CC=CC=C1 (triphenylphosphine), C(Cl)(Cl)(Cl)Cl (carbon tetrachloride). Reagents/catalysts: [Br-].C(CCC)[N+](CCCC)(CCCC)CCCC (tetra n-butyl ammonium bromide). Solvent: C(C)#N (acetonitrile). Conditions: time 45 minute. The product is FC1=CC=C(C=C1)C(=C(C(=O)OCC)N1N=NN=C1C)C1=CC=C(C=C1)F (Ethyl 3,3-bis(4-fluorophenyl)-2-(5-methyl-1H-tetrazol-1-yl)2-propenoate). Isolated yield 88.9%. As a reaction SMILES: [F:1][C:2]1[CH:7]=[CH:6][C:5]([C:8]([C:19]2[CH:24]=[CH:23][C:22]([F:25])=[CH:21][CH:20]=2)=[C:9]([NH:15][C:16](=O)[CH3:17])[C:10]([O:12][CH2:13][CH3:14])=[O:11])=[CH:4][CH:3]=1.C1(P(C2C=CC=CC=2)C2C=CC=CC=2)C=CC=CC=1.C(Cl)(Cl)(Cl)Cl.[N-:50]=[N+:51]=[N-:52].[Na+]>C(#N)C.[Br-].C([N+](CCCC)(CCCC)CCCC)CCC>[F:1][C:2]1[CH:7]=[CH:6][C:5]([C:8]([C:19]2[CH:24]=[CH:23][C:22]([F:25])=[CH:21][CH:20]=2)=[C:9]([N:15]2[C:16]([CH3:17])=[N:52][N:51]=[N:50]2)[C:10]([O:12][CH2:13][CH3:14])=[O:11])=[CH:4][CH:3]=1 |f:3.4,6.7|. Reported procedure: To a suspension of 5.54 g (16.1 mmoles) of ethyl 3,3bis(4-fluorophenyl)-2-(acetylamino) -2-propenoate and 9.3 g of triphenylphosphine in 120 mL of dry acetonitrile at room temperature was added dropwise 6.82 mL of carbon tetrachloride. The pale suspension was stirred for 45 minutes. To this clear orange solution was added 2.3 g of sodium azide and 0.6 g of tetra n-butyl ammonium bromide and stirring was continued. The orange suspension soon became pale with the formation of a white precipitate. ... Starting materials: Cc1c(F)cnc(Cl)c1Br, C[O-], [Na+], CN(C)C=O, O. The product is COc1ncc(F)c(C)c1Br. Reaction SMILES: [Br:1][c:2]1[c:3]([Cl:10])[n:4][cH:5][c:6]([F:9])[c:7]1[CH3:8].[CH3:16][O-:17].[Na+:18].[O:11]=[CH:12][N:13]([CH3:14])[CH3:15].[OH2:19]>>[Br:1][c:2]1[c:3]([O:11][CH3:12])[n:4][cH:5][c:6]([F:9])[c:7]1[CH3:8].